From a dataset of the Open Reaction Database (ORD), a public repository of structured organic reaction records. describe an organic reaction: reactants, conditions, products, and yield As a reaction SMILES: [CH2:1]([c:2]1[cH:3][cH:4][cH:5][cH:6][cH:7]1)[n:8]1[n:9][c:10]2[cH:11][c:12](-[c:17]3[cH:18][c:19]([CH2:27][CH:28]4[CH2:29][O:30][CH2:31][CH2:32][NH:33]4)[n:20]4[n:21][cH:22][n:23][c:24]([NH2:26])[c:25]34)[cH:13][cH:14][c:15]2[cH:16]1.[CH3:34][N:35]([CH3:36])[CH2:37][C:38]([OH:39])=[O:40].[CH:51]([N:52]([CH2:53][CH3:54])[CH:55]([CH3:56])[CH3:57])([CH3:58])[CH3:59].[O:60]=[CH:61][N:62]([CH3:63])[CH3:64].[OH:41][n:42]1[c:43]2[c:44]([cH:45][cH:46][cH:47][cH:48]2)[n:49][n:50]1>>[CH2:1]([c:2]1[cH:3][cH:4][cH:5][cH:6][cH:7]1)[n:8]1[n:9][c:10]2[cH:11][c:12](-[c:17]3[cH:18][c:19]([CH2:27][CH:28]4[CH2:29][O:30][CH2:31][CH2:32][N:33]4[C:38]([CH2:37][N:35]([CH3:34])[CH3:36])=[O:39])[n:20]4[n:21][cH:22][n:23][c:24]([NH2:26])[c:25]34)[cH:13][cH:14][c:15]2[cH:16]1. The product is CN(C)CC(=O)N1CCOCC1Cc1cc(-c2ccc3cn(Cc4ccccc4)nc3c2)c2c(N)ncnn12. Starting materials: Nc1ncnn2c(CC3COCCN3)cc(-c3ccc4cn(Cc5ccccc5)nc4c3)c12, CN(C)CC(=O)O, CCN(C(C)C)C(C)C, CN(C)C=O, On1nnc2ccccc21. The reactants are ClCC(=O)N(C1=CC=C(C=C1)OCC(C(F)F)(F)F)CC(=O)OCC (N-chloroacetyl-N-ethoxycarbonylmethyl-4-(2,2,3,3-tetrafluoropropoxy)aniline), N.C(C)O (ammonia ethanol). Reaction conditions: temperature 60 celsius, time 4 hour. Yields the product FC(COC1=CC=C(C=C1)N1C(CNC(C1)=O)=O)(C(F)F)F (1-[4-(2,2,3,3-tetrafluoropropoxy)phenyl]-2,5-piperazinedione). Reaction SMILES: Cl[CH2:2][C:3]([N:5]([CH2:20][C:21]([O:23]CC)=O)[C:6]1[CH:11]=[CH:10][C:9]([O:12][CH2:13][C:14]([F:19])([F:18])[CH:15]([F:17])[F:16])=[CH:8][CH:7]=1)=[O:4].[NH3:26].C(O)C>>[F:18][C:14]([F:19])([CH:15]([F:17])[F:16])[CH2:13][O:12][C:9]1[CH:10]=[CH:11][C:6]([N:5]2[CH2:20][C:21](=[O:23])[NH:26][CH2:2][C:3]2=[O:4])=[CH:7][CH:8]=1 |f:1.2|. Procedure details: The resulting N-chloroacetyl-N-ethoxycarbonylmethyl-4-(2,2,3,3-tetrafluoropropoxy)aniline (1.9 g) was dissolved in 20 ml of 10.5% ammonia-ethanol and the solution was stirred at 60° C. for four hours. After cooling, the crystals separated rated out therefrom were collected by filtration and washed with cold ethanol to give 1.5 g of 1-[4-(2,2,3,3-tetrafluoropropoxy)phenyl]-2,5-piperazinedione as colorless crystals.